The task is: describe an organic reaction: reactants, conditions, products, and yield. This data is from the Open Reaction Database (ORD), a public repository of structured organic reaction records. Starting materials: OC=1C=C(C#N)C=CC1 (3-Hydroxy-benzonitrile), FC1=NC=CC=C1C (2-fluoro-3-methylpyridine). The product is CC=1C(=NC=CC1)OC=1C=C(C#N)C=CC1 (3-(3-Methyl-pyridin-2-yloxy)-benzonitrile). Reaction SMILES: [OH:1][C:2]1[CH:3]=[C:4]([CH:7]=[CH:8][CH:9]=1)[C:5]#[N:6].F[C:11]1[C:16]([CH3:17])=[CH:15][CH:14]=[CH:13][N:12]=1>>[CH3:17][C:16]1[C:11]([O:1][C:2]2[CH:3]=[C:4]([CH:7]=[CH:8][CH:9]=2)[C:5]#[N:6])=[N:12][CH:13]=[CH:14][CH:15]=1. Reported procedure: 3-Hydroxy-benzonitrile was reacted with 2-fluoro-3-methylpyridine according to the method of Example 78A to provide the title compound. MS (DCI/NH3) m/z 211 (M+1)+. The reactants are [Al+3], Brc1cc(Br)cc(OCc2ccccc2)c1, CN(C)c1ccccc1, [Cl-], [Cl-], [Cl-], ClCCl. Product: Oc1cc(Br)cc(Br)c1. RXN SMILES: [Al+3:2].[Br:5][c:6]1[cH:7][c:8]([Br:20])[cH:9][c:10]([O:12][CH2:13][c:14]2[cH:15][cH:16][cH:17][cH:18][cH:19]2)[cH:11]1.[CH3:21][N:22]([c:23]1[cH:24][cH:25][cH:26][cH:27][cH:28]1)[CH3:29].[Cl-:1].[Cl-:3].[Cl-:4].[Cl:30][CH2:31][Cl:32]>>[Br:5][c:6]1[cH:7][c:8]([Br:20])[cH:9][c:10]([OH:12])[cH:11]1.